The task is: describe an organic reaction: reactants, conditions, products, and yield. This data is from the Open Reaction Database (ORD), a public repository of structured organic reaction records. Starting materials: C(C1=CC=CC=C1)OC(CCl)CCl (2-benzyloxy-1,3-dichloropropane), C(CC)N (n-propylamine). Run in O (water). Reaction conditions: temperature 90 celsius. Product: 13.7, C(C1=CC=CC=C1)OC1CN(C1)CCC (3-benzyloxy-1-(n-propyl)azetidine). Yield: 67.0%. RXN SMILES: [CH2:1]([O:8][CH:9]([CH2:12]Cl)[CH2:10]Cl)[C:2]1[CH:7]=[CH:6][CH:5]=[CH:4][CH:3]=1.[CH2:14]([NH2:17])[CH2:15][CH3:16]>O>[CH2:1]([O:8][CH:9]1[CH2:12][N:17]([CH2:14][CH2:15][CH3:16])[CH2:10]1)[C:2]1[CH:7]=[CH:6][CH:5]=[CH:4][CH:3]=1. Procedure details: 21.9 parts of 2-benzyloxy-1,3-dichloropropane, 59.1 parts of n-propylamine and 59.1 parts of water were added to an autoclave, and the mixture was heated at 90° C. for 48 hours with agitation. The reaction mixture was cooled and treated in the same manner as in Example 29, followed by distillation under reduced pressure. As a result 13.7 parts of 3-benzyloxy-1-(n-propyl)azetidine boiling at 101° - 103° C. under 2 mm Hg were obtained. The yield was 67%. The results of infra-red spectrum analysis ... Starting materials: [N+](=O)([O-])C=1C=C(CN2C=CC3=CC(=CC=C23)C(=O)OC)C=CC1 (methyl 1-(3-nitrobenzyl)indole-5-carboxylate), [OH-].[Na+] (sodium hydroxide), Cl (hydrochloric acid). Run in O1CCCC1 (tetrahydrofuran), CO (methanol). Yields the product [N+](=O)([O-])C=1C=C(CN2C=CC3=CC(=CC=C23)C(=O)O)C=CC1 (1-(3-nitrobenzyl)indole-5-carboxylic acid). As a reaction SMILES: [N+:1]([C:4]1[CH:5]=[C:6]([CH:21]=[CH:22][CH:23]=1)[CH2:7][N:8]1[C:16]2[C:11](=[CH:12][C:13]([C:17]([O:19]C)=[O:18])=[CH:14][CH:15]=2)[CH:10]=[CH:9]1)([O-:3])=[O:2].[OH-].[Na+].Cl>O1CCCC1.CO>[N+:1]([C:4]1[CH:5]=[C:6]([CH:21]=[CH:22][CH:23]=1)[CH2:7][N:8]1[C:16]2[C:11](=[CH:12][C:13]([C:17]([OH:19])=[O:18])=[CH:14][CH:15]=2)[CH:10]=[CH:9]1)([O-:3])=[O:2] |f:1.2|. Reported procedure: To a solution of the methyl ester (Example 1) (12.5 g) in tetrahydrofuran (150 ml) and methanol (300 ml) was added 2N sodium hydroxide (78 ml). The reaction mixture was heated under reflux for 4 hours, then cooled. The volume was reduced in vacuo to approximately 100 ml. and the solution acidified with 5N hydrochloric acid. On cooling, the crystalline product was filtered off and dried in vacuo in the oven at 50° C. to give 1-(3-nitrobenzyl)indole-5-carboxylic acid (m.p. 251°-254° C.). Starting materials: FC(C=1C=C(C=CC1)C1=CC(=NO1)N)(F)F (5-(3-(Trifluoromethyl)phenyl)-3-aminoisoxazole), ClC1=C(C(=O)N=C=O)C(=CC=C1)Cl (2,6-dichlorobenzoyl isocyanate). The solvent is C(C)(=O)OCC (ethyl acetate). The product is ClC1=C(C(=O)NC(=O)NC2=NOC(=C2)C2=CC(=CC=C2)C(F)(F)F)C(=CC=C1)Cl (1-(2,6-DICHLOROBENZOYL)-3-(5-(3-(TRIFLUOROMETHYL)PHENYL)-3-ISOXAZOLYL)UREA). Reaction SMILES: [F:1][C:2]([F:16])([F:15])[C:3]1[CH:4]=[C:5]([C:9]2[O:13][N:12]=[C:11]([NH2:14])[CH:10]=2)[CH:6]=[CH:7][CH:8]=1.[Cl:17][C:18]1[CH:28]=[CH:27][CH:26]=[C:25]([Cl:29])[C:19]=1[C:20]([N:22]=[C:23]=[O:24])=[O:21]>C(OCC)(=O)C>[Cl:17][C:18]1[CH:28]=[CH:27][CH:26]=[C:25]([Cl:29])[C:19]=1[C:20]([NH:22][C:23]([NH:14][C:11]1[CH:10]=[C:9]([C:5]2[CH:6]=[CH:7][CH:8]=[C:3]([C:2]([F:1])([F:15])[F:16])[CH:4]=2)[O:13][N:12]=1)=[O:24])=[O:21]. Procedure: 5-(3-(Trifluoromethyl)phenyl)-3-aminoisoxazole (300 mg.) and excess 2,6-dichlorobenzoyl isocyanate were mixed in 50 ml. of ethyl acetate under nitrogen, and stirred for several hours at room temperature. The product was separated by filtration, m.p., 233° C. (dec) Product: NCC(=O)N1CC2(CC1)CN(C1=CC=C(C=C12)Br)C(=O)NC=1SC(=CN1)Cl (1′-(2-aminoacetyl)-5-bromo-N-(5-chlorothiazol-2-yl)spiro[indoline-3,3′-pyrrolidine]-1-carboxamide). The solvent is C(C)(=O)OCC (ethyl acetate). Procedure details: The t-butyl (2-(5-bromo-1-((5-chlorothiazol-2-yl)carbamoyl)spiro[indoline-3,3′-pyrrolidin]-1′-yl)-2-oxoethyl)carbamate (18 mg, 0.032 mmol) obtained in Example 19 was dissolved in ethyl acetate (0.5 mL). Thereafter, a 4 N solution of HCl/ethyl acetate (200 μL, 0.800 mmol) was added to the above obtained solution at room temperature, and the obtained mixture was then stirred for 7 hours. Thereafter, the reaction solution was neutralized, was then filtered, and was then concentrated in vacuo. The o... RXN SMILES: [Br:1][C:2]1[CH:3]=[C:4]2[C:10]3([CH2:14][CH2:13][N:12]([C:15](=[O:25])[CH2:16][NH:17]C(=O)OC(C)(C)C)[CH2:11]3)[CH2:9][N:8]([C:26](=[O:34])[NH:27][C:28]3[S:29][C:30]([Cl:33])=[CH:31][N:32]=3)[C:5]2=[CH:6][CH:7]=1.Cl.C(OCC)(=O)C>C(OCC)(=O)C>[NH2:17][CH2:16][C:15]([N:12]1[CH2:13][CH2:14][C:10]2([C:4]3[C:5](=[CH:6][CH:7]=[C:2]([Br:1])[CH:3]=3)[N:8]([C:26]([NH:27][C:28]3[S:29][C:30]([Cl:33])=[CH:31][N:32]=3)=[O:34])[CH2:9]2)[CH2:11]1)=[O:25] |f:1.2|. Reaction conditions: time 7 hour. The reactants are solution, Cl.C(C)(=O)OCC (HCl ethyl acetate), BrC=1C=C2C(=CC1)N(CC21CN(CC1)C(CNC(OC(C)(C)C)=O)=O)C(NC=1SC(=CN1)Cl)=O (t-butyl (2-(5-bromo-1-((5-chlorothiazol-2-yl)carbamoyl)spiro[indoline-3,3′-pyrrolidin]-1′-yl)-2-oxoethyl)carbamate).